Dataset: the Open Reaction Database (ORD), a public repository of structured organic reaction records. Task: describe an organic reaction: reactants, conditions, products, and yield Reactants: C(C)(=O)OC=1C=C2C(CC(OC2=CC1Cl)(COC1=CC=C(C=C1)[N+](=O)[O-])C)=O (6 -acetoxy-7-chloro-2-methyl-2-(4-nitrophenoxymethyl)-4-oxochroman), C([O-])(O)=O.[Na+] (sodium bicarbonate). Reagents/catalysts: [Zn] (zinc). Solvent: C(C)(=O)O (acetic acid). Run at time 2 hour. The product is C(C)(=O)OC=1C=C2C(CC(OC2=CC1Cl)(C)COC1=CC=C(C=C1)N)=O (6-Acetoxy-2-(4-aminophenoxymethyl)-7-chloro-2-methyl-4-oxochroman). Isolated yield 40.9%. As a reaction SMILES: [C:1]([O:4][C:5]1[CH:6]=[C:7]2[C:12](=[CH:13][C:14]=1[Cl:15])[O:11][C:10]([CH3:27])([CH2:16][O:17][C:18]1[CH:23]=[CH:22][C:21]([N+:24]([O-])=O)=[CH:20][CH:19]=1)[CH2:9][C:8]2=[O:28])(=[O:3])[CH3:2].C(=O)(O)[O-].[Na+]>C(O)(=O)C.[Zn]>[C:1]([O:4][C:5]1[CH:6]=[C:7]2[C:12](=[CH:13][C:14]=1[Cl:15])[O:11][C:10]([CH2:16][O:17][C:18]1[CH:19]=[CH:20][C:21]([NH2:24])=[CH:22][CH:23]=1)([CH3:27])[CH2:9][C:8]2=[O:28])(=[O:3])[CH3:2] |f:1.2|. Procedure: 1 g of zinc powder was added in portions to a solution of 740 mg of 6 -acetoxy-7-chloro-2-methyl-2-(4-nitrophenoxymethyl)-4-oxochroman (prepared as described in Preparation 35) dissolved in 15 ml of acetic acid. The reaction mixture was stirred for 2 hours, after which it was poured into a saturated aqueous solution of sodium bicarbonate whilst ice-cooling, and the mixture was then extracted with benzene. The extract was washed with water and dried over anhydrous sodium sulfate, after which the ... The reactants are [Li]CCCC, COC(=O)C1CCc2cc(C3CCCCCC3)ccc21, CCCCC, O=C=O. Product: COC(=O)C1(C(=O)O)CCc2cc(C3CCCCCC3)ccc21. RXN SMILES: [CH2:21]([Li:22])[CH2:23][CH2:24][CH3:25].[CH3:1][O:2][C:3](=[O:4])[CH:5]1[CH2:6][CH2:7][c:8]2[cH:9][c:10]([CH:14]3[CH2:15][CH2:16][CH2:17][CH2:18][CH2:19][CH2:20]3)[cH:11][cH:12][c:13]21.[CH3:29][CH2:30][CH2:31][CH2:32][CH3:33].[O:26]=[C:27]=[O:28]>>[CH3:1][O:2][C:3](=[O:4])[C:5]1([C:27](=[O:26])[OH:28])[CH2:6][CH2:7][c:8]2[cH:9][c:10]([CH:14]3[CH2:15][CH2:16][CH2:17][CH2:18][CH2:19][CH2:20]3)[cH:11][cH:12][c:13]21.